This data is from the Open Reaction Database (ORD), a public repository of structured organic reaction records. The task is: describe an organic reaction: reactants, conditions, products, and yield The reactants are C(C)(C)(C)OC(=O)NCCCN1C(=NC2=C1C=C(C=C2)C(=O)O)C(OC)(OC)OC (1-{3-[(tert-Butoxycarbonyl)amino]propyl}-2-(trimethoxymethyl)-1H-benzimidazole-6-carboxylic acid), C(C)(C)(C)OC(=O)NCCCN1C(=NC2=C1C=C(C=C2)C(=O)O)C(OC)(OC)OC (1-{3-[(tert-Butoxycarbonyl)amino]propyl}-2-(trimethoxymethyl)-1H-benzimidazole-6-carboxylic acid), Cl (HCl). The solvent is CO (methanol). Reaction conditions: time 1 hour. The product is Cl.NCCCN1C(=NC2=C1C=C(C=C2)C(=O)O)C(=O)OC (1-(3-aminopropyl)-2-(methoxycarbonyl)-1H-benzimidazole-6-carboxylic acid hydrochloride). Yield: 92.0%. Reaction SMILES: C(OC([NH:8][CH2:9][CH2:10][CH2:11][N:12]1[C:16]2[CH:17]=[C:18]([C:21]([OH:23])=[O:22])[CH:19]=[CH:20][C:15]=2[N:14]=[C:13]1[C:24](OC)([O:27]C)[O:25][CH3:26])=O)(C)(C)C.[ClH:31]>CO>[ClH:31].[NH2:8][CH2:9][CH2:10][CH2:11][N:12]1[C:16]2[CH:17]=[C:18]([C:21]([OH:23])=[O:22])[CH:19]=[CH:20][C:15]=2[N:14]=[C:13]1[C:24]([O:25][CH3:26])=[O:27] |f:3.4|. Reported procedure: To a solution of 1-{3-[(tert-Butoxycarbonyl)amino]propyl}-2-(trimethoxymethyl)-1H-benzimidazole-6-carboxylic acid (Intermediate A, 20 g, 68.7 mmol) in methanol (200 mL) is added conc. HCl (5 mL) and the reaction mixture is stirred at room temperature for 1 h. The solvent is evaporated to afford the title compound as a solid (20 g, 92%) which is used in the next reaction without purification. Starting materials: FC1=CC=CC2=C1N(C=N2)CCO (2-(7-fluoro-1H-benzimidazol-1-yl)ethanol), aqueous solution, CC1(CCCC(N1[O])(C)C)C (TEMPO), [O-]Cl=O.[Na+] (NaClO2), CC1(CCCC(N1[O])(C)C)C (TEMPO), [O-]Cl=O.[Na+] (NaClO2). Run in P(=O)([O-])([O-])[O-].[Na+].[Na+].[Na+] (sodium phosphate), O (water), C(C)#N (acetonitrile). Conditions: temperature 35 celsius, time 6 hour. The product is FC1=CC=CC2=C1N(C=N2)CC(=O)O ((7-fluoro-1H-benzimidazol-1-yl)acetic acid). As a reaction SMILES: [F:1][C:2]1[C:7]2[N:8]([CH2:11][CH2:12][OH:13])[CH:9]=[N:10][C:6]=2[CH:5]=[CH:4][CH:3]=1.CC1(C)N([O])C(C)(C)CCC1.[O-:25]Cl=O.[Na+]>C(#N)C.P([O-])([O-])([O-])=O.[Na+].[Na+].[Na+].O>[F:1][C:2]1[C:7]2[N:8]([CH2:11][C:12]([OH:25])=[O:13])[CH:9]=[N:10][C:6]=2[CH:5]=[CH:4][CH:3]=1 |f:2.3,5.6.7.8,^1:17|. Procedure details: 2-(7-fluoro-1H-benzimidazol-1-yl)ethanol (706 mg, 3.92 mmol) is suspended in 20 mL of acetonitrile and 15 mL of sodium phosphate buffer 1M (pH 6.5). The mixture is heated to 35° C. TEMPO (43 mg, 0.27 mmol) is added, followed by NaClO2 (80%, 887 mg, 7.84 mmol) dissolved in 4 mL of water and diluted bleach (2 ml of a 0.4% aqueous solution). The reaction mixture turns red-brown after the bleach addition. To drive the reaction to completion, if needed, more TEMPO (22 mg), NaClO2 (440 mg in 2 mL of w... Reaction conditions: temperature 100 celsius. The product is C1(=CC=CC=C1)N=C1SC=C(N1C)C(C(=O)OCC)C (ethyl 2-(2-phenylimino-3-methyl-4-thiazolin-4-yl)propionate). The reactants are C([O-])([O-])=O.[K+].[K+] (potassium carbonate), Example 1 ( 2 ), N(C1=CC=CC=C1)C=1SC=C(N1)C(C(=O)OCC)C (ethyl 2-(2-anilinothiazol-4-yl)-propionate), CI (methyl iodide), resultant mixture. Procedure: A mixture of ethyl 2-(2-anilinothiazol-4-yl)-propionate (6.15 g), methyl iodide (17 ml) and ethanol (17 ml) is heated at 100° C for 11.5 hours in a sealed tube. The resultant mixture is treated with potassium carbonate in the same manner as in Example 1 (2) to give ethyl 2-(2-phenylimino-3-methyl-4-thiazolin-4-yl)propionate (1.6 g) melting at 80°-81° C (recrystallized from ether/hexane). As a reaction SMILES: [NH:1]([C:8]1[S:9][CH:10]=[C:11]([CH:13]([CH3:19])[C:14]([O:16][CH2:17][CH3:18])=[O:15])[N:12]=1)[C:2]1[CH:7]=[CH:6][CH:5]=[CH:4][CH:3]=1.CI.[C:22](=O)([O-])[O-].[K+].[K+]>C(O)C>[C:2]1([N:1]=[C:8]2[N:12]([CH3:22])[C:11]([CH:13]([CH3:19])[C:14]([O:16][CH2:17][CH3:18])=[O:15])=[CH:10][S:9]2)[CH:3]=[CH:4][CH:5]=[CH:6][CH:7]=1 |f:2.3.4|. The solvent is C(C)O (ethanol). Reactants: [BH3-]C#N, CO, CC(=O)O, O=Cc1ccco1, Cl, CC(C)(C)OC(=O)C(C)(C)Sc1ccc(CCN)cc1, [Na+]. Yields the product CC(C)(C)OC(=O)C(C)(C)Sc1ccc(CCNCc2ccco2)cc1. Reaction SMILES: [C:28]([BH3-:29])#[N:30].[CH3:33][OH:34].[CH3:35][C:36](=[O:37])[OH:38].[CH:21]([c:22]1[cH:23][cH:24][cH:25][o:26]1)=[O:27].[ClH:32].[NH2:1][CH2:2][CH2:3][c:4]1[cH:5][cH:6][c:7]([S:10][C:11]([C:12](=[O:13])[O:14][C:15]([CH3:16])([CH3:17])[CH3:18])([CH3:19])[CH3:20])[cH:8][cH:9]1.[Na+:31]>>[NH:1]([CH2:2][CH2:3][c:4]1[cH:5][cH:6][c:7]([S:10][C:11]([C:12](=[O:13])[O:14][C:15]([CH3:16])([CH3:17])[CH3:18])([CH3:19])[CH3:20])[cH:8][cH:9]1)[CH2:21][c:22]1[cH:23][cH:24][cH:25][o:26]1. The reactants are C(C1=CC=CC=C1)(=O)O (benzoic acid), [OH-].[Na+] (NaOH), O (water), C(C)[C@@H]1[C@@H]([C@]2(C)[C@@H](C1)[C@@H]1CCC3=CC(CC[C@@H]3[C@H]1CC2)=O)OC(CBr)=O (16β-ethyl-17β-bromoacetoxy-4-estren-3-one). Run in CC(=O)C (acetone). The product is C(C)[C@@H]1[C@@H]([C@]2(C)[C@@H](C1)[C@@H]1CCC3=CC(CC[C@@H]3[C@H]1CC2)=O)OC(COC(C2=CC=CC=C2)=O)=O (16β-Ethyl-17β-benzoyloxyacetoxy-4-estren-3-one). Yield: 89.1%. RXN SMILES: [C:1]([OH:9])(=[O:8])[C:2]1[CH:7]=[CH:6][CH:5]=[CH:4][CH:3]=1.[OH-].[Na+].O.[CH2:13]([C@H:15]1[CH2:20][C@H:19]2[C@H:21]3[C@H:30]([CH2:31][CH2:32][C@:17]2([CH3:18])[C@H:16]1[O:34][C:35](=[O:38])[CH2:36]Br)[C@@H:29]1[C:24](=[CH:25][C:26](=[O:33])[CH2:27][CH2:28]1)[CH2:23][CH2:22]3)[CH3:14]>CC(C)=O>[CH2:13]([C@H:15]1[CH2:20][C@H:19]2[C@H:21]3[C@H:30]([CH2:31][CH2:32][C@:17]2([CH3:18])[C@H:16]1[O:34][C:35](=[O:38])[CH2:36][O:8][C:1](=[O:9])[C:2]1[CH:7]=[CH:6][CH:5]=[CH:4][CH:3]=1)[C@@H:29]1[C:24](=[CH:25][C:26](=[O:33])[CH2:27][CH2:28]1)[CH2:23][CH2:22]3)[CH3:14] |f:1.2|. Reported procedure: In 30 ml of acetone is dissolved 0.49 g of benzoic acid, and 2 ml of 2 N-NaOH and 5 ml of water are added, followed by addition of 0.88 g of 16β-ethyl-17β-bromoacetoxy-4-estren-3-one. The mixture is refluxed for 3 hours. After cooling, the solvent is distilled off under reduced pressure and the residue is extracted with 100 ml of ethyl acetate. The organic layer is separated, washed with water and saturated aqueous sodium chloride solution and dried over anhydrous magnesium sulfate. The solvent ...